Dataset: the Open Reaction Database (ORD), a public repository of structured organic reaction records. Task: describe an organic reaction: reactants, conditions, products, and yield Reactants: CO, COC(=O)C(Cc1ccc(O)cc1)NC(=O)C(CO)NC(=O)C(Cc1c[nH]c2ccccc12)NC(=O)OCc1ccccc1, Cl, [H][H], C1CCOC1. Product: COC(=O)C(Cc1ccc(O)cc1)NC(=O)C(CO)NC(=O)C(N)Cc1c[nH]c2ccccc12, Cl. As a reaction SMILES: [CH3:1][OH:2].[CH3:4][O:5][C:6]([CH:7]([NH:8][C:9]([CH:10]([NH:11][C:12]([CH:13]([NH:14][C:15]([O:16][CH2:17][c:18]1[cH:19][cH:20][cH:21][cH:22][cH:23]1)=[O:24])[CH2:25][c:26]1[cH:27][nH:28][c:29]2[cH:30][cH:31][cH:32][cH:33][c:34]12)=[O:35])[CH2:36][OH:37])=[O:38])[CH2:39][c:40]1[cH:41][cH:42][c:43]([OH:46])[cH:44][cH:45]1)=[O:47].[ClH:3].[H:48][H:49].[O:50]1[CH2:51][CH2:52][CH2:53][CH2:54]1>>[CH3:4][O:5][C:6]([CH:7]([NH:8][C:9]([CH:10]([NH:11][C:12]([CH:13]([NH2:14])[CH2:25][c:26]1[cH:27][nH:28][c:29]2[cH:30][cH:31][cH:32][cH:33][c:34]12)=[O:35])[CH2:36][OH:37])=[O:38])[CH2:39][c:40]1[cH:41][cH:42][c:43]([OH:46])[cH:44][cH:45]1)=[O:47].[ClH:3]. The reactants are NC=1NOC2=C(C1)C=CC=C2 (aminobenzoxazine), FC(C(CC(=O)[O-])=O)(F)F (4,4,4-trifluoroacetoacetate), S(O)(O)(=O)=O (sulfuric acid), β-ketoester, hydrate. Product: N1C(C=CC2=CC=CC=C12)=O (quinolinone). Reaction SMILES: [NH2:1][C:2]1NO[C:5]2[CH:11]=CC=C[C:6]=2[CH:7]=1.F[C:13](F)(F)[C:14](=O)[CH2:15][C:16]([O-:18])=O.S(=O)(=O)(O)O>>[NH:1]1[C:2]2[C:13](=[CH:11][CH:5]=[CH:6][CH:7]=2)[CH:14]=[CH:15][C:16]1=[O:18]. Procedure details: Quinolinones (e.g., Structure 35) are prepared from benzoxazines (e.g., Structure 34) by the synthetic route outlined in Scheme VII. Scheme VII begins with an alkylation of a haloketone onto 2-amino-5-nitrophenol (Structure 1) with, for example, 2-bromobutanone, mediated by a base, for example, potassium carbonate, followed by treatment with a reducing agent, for example, sodium cyanoborohydride, in an acid, for example acetic acid, to afford a benzoxazine compound (e.g., Structure 32). The benz... Reaction conditions: temperature -78 celsius, time 20 minute. The reactants are C(C1=CC=CC=C1)OC(=O)N1C2COCC1CC(C2)CC(=O)OC (7-methoxycarbonylmethyl-3-oxa-9-aza-bicyclo[3.3.1]nonane-9-carboxylic acid benzyl ester), C1(=CC=CC=C1)S(=O)(=O)N1OC1C1=CC=CC=C1 (2-(phenylsulfonyl)-3-phenyloxaziridine). RXN SMILES: [CH2:1]([O:8][C:9]([N:11]1[CH:16]2[CH2:17][CH:18]([CH2:20][C:21]([O:23][CH3:24])=[O:22])[CH2:19][CH:12]1[CH2:13][O:14][CH2:15]2)=[O:10])[C:2]1[CH:7]=[CH:6][CH:5]=[CH:4][CH:3]=1.C1(S(N2C(C3C=CC=CC=3)O2)(=O)=[O:32])C=CC=CC=1>C1COCC1>[CH2:1]([O:8][C:9]([N:11]1[CH:12]2[CH2:19][CH:18]([CH:20]([OH:32])[C:21]([O:23][CH3:24])=[O:22])[CH2:17][CH:16]1[CH2:15][O:14][CH2:13]2)=[O:10])[C:2]1[CH:7]=[CH:6][CH:5]=[CH:4][CH:3]=1. Product: C(C1=CC=CC=C1)OC(=O)N1C2COCC1CC(C2)C(C(=O)OC)O (7-(hydroxy-methoxycarbonyl-methyl)-3-oxa-9-aza-bicyclo[3.3.1]nonane-9-carboxylic acid benzyl ester). Run in C1CCOC1 (THF), C1CCOC1 (THF), C1CCOC1 (THF). Yield: 220.2%. Procedure details: To a stirred solution of 7-methoxycarbonylmethyl-3-oxa-9-aza-bicyclo[3.3.1]nonane-9-carboxylic acid benzyl ester (Compound AI) (130 mg, 0.39 mmol) in anhydrous THF at −78° C. was added 1 M NaN(trimethylsilyl)2 in THF (0.43 mL, 0.43 mmol) during a period of 5 mins. Then the mixture was stirred for 20 mins at −78° C. To this solution was added a pre-cooled (−78° C.) solution of 2-(phenylsulfonyl)-3-phenyloxaziridine (153 mg, 0.585 mmol) in THF. The solution was stirred for 30 mins at −78° C. and t... Starting materials: CCOC(=O)CCc1c[nH]nc1OCC, CN(C)C=O, Cc1oc(-c2ccccc2)nc1COc1cccc(CCl)n1, [H-], [Na+], O. Yields the product CCOC(=O)CCc1cn(Cc2cccc(OCc3nc(-c4ccccc4)oc3C)n2)nc1OCC. RXN SMILES: [CH2:3]([CH3:4])[O:5][c:6]1[n:7][nH:8][cH:9][c:10]1[CH2:11][CH2:12][C:13](=[O:14])[O:15][CH2:16][CH3:17].[CH3:41][N:42]([CH3:43])[CH:44]=[O:45].[Cl:18][CH2:19][c:20]1[n:21][c:22]([O:26][CH2:27][c:28]2[n:29][c:30](-[c:34]3[cH:35][cH:36][cH:37][cH:38][cH:39]3)[o:31][c:32]2[CH3:33])[cH:23][cH:24][cH:25]1.[H-:1].[Na+:2].[OH2:40]>>[CH2:3]([CH3:4])[O:5][c:6]1[n:7][n:8]([CH2:19][c:20]2[n:21][c:22]([O:26][CH2:27][c:28]3[n:29][c:30](-[c:34]4[cH:35][cH:36][cH:37][cH:38][cH:39]4)[o:31][c:32]3[CH3:33])[cH:23][cH:24][cH:25]2)[cH:9][c:10]1[CH2:11][CH2:12][C:13](=[O:14])[O:15][CH2:16][CH3:17]. Product: ClC1=CC=C(C2=CC(=C(C(=C2)CC)N)CC)C=C1 (4′-chloro-3,5-diethylbiphen-4-ylamine). Yield: 61.6%. Conditions: temperature 60 celsius. Starting materials: Cl (hydrochloric acid), C(C)(C)(C)OC(NC1=C(C=C(C=C1CC)C1=CC=C(C=C1)Cl)CC)=O ((4′-chloro-3,5-diethylbiphen-4-yl)carbamic acid tert-butyl ester). Procedure: Concentrated hydrochloric acid (22 ml) is added to a solution of (4′-chloro-3,5-diethylbiphen-4-yl)carbamic acid tert-butyl ester (22 g, 0.06 mol) in methanol (110 ml), and the reaction mixture is heated to 60° C. for 2 hours. The mixture is cooled to room temperature and most of the methanol is removed by evaporation under reduced pressure. The mixture is diluted with water, made basic by addition of 2N aqueous potassium hydroxide solution and extracted with ethyl acetate (3×200 ml). The organi... Reaction SMILES: Cl.C(OC(=O)[NH:8][C:9]1[C:14]([CH2:15][CH3:16])=[CH:13][C:12]([C:17]2[CH:22]=[CH:21][C:20]([Cl:23])=[CH:19][CH:18]=2)=[CH:11][C:10]=1[CH2:24][CH3:25])(C)(C)C>CO>[Cl:23][C:20]1[CH:21]=[CH:22][C:17]([C:12]2[CH:11]=[C:10]([CH2:24][CH3:25])[C:9]([NH2:8])=[C:14]([CH2:15][CH3:16])[CH:13]=2)=[CH:18][CH:19]=1. The solvent is CO (methanol), CO (methanol). As a reaction SMILES: [Br:1][CH2:2][c:3]1[c:4]([F:9])[cH:5][cH:6][cH:7][cH:8]1.[CH3:10][O:11][c:12]1[cH:13][c:14]([CH:15]=[O:16])[cH:17][cH:18][c:19]1[OH:20].[K+:21].[K+:22].[O-:23][C:24]([O-:25])=[O:26].[O:27]=[CH:28][N:29]([CH3:30])[CH3:31]>>[CH2:2]([c:3]1[c:4]([F:9])[cH:5][cH:6][cH:7][cH:8]1)[O:20][c:19]1[c:12]([O:11][CH3:10])[cH:13][c:14]([CH:15]=[O:16])[cH:17][cH:18]1. The reactants are Fc1ccccc1CBr, COc1cc(C=O)ccc1O, [K+], [K+], O=C([O-])[O-], CN(C)C=O. Product: COc1cc(C=O)ccc1OCc1ccccc1F. Starting materials: ClC(=CC=1SC(=CC1)C1=CC=C(C=C1)S(=O)C)Cl (2-(2,2-dichloroethenyl)-5-(4-methylsulfinylphenyl)thiophene), ClC1=CC(=CC=C1)C(=O)OO (m-chloroperbenzoic acid), S(=S)(=O)([O-])[O-].[Na+].[Na+] (sodium thiosulfate). Solvent: C(Cl)Cl (methylene chloride). Reaction conditions: time 2 day. Yields the product ClC(=CC=1SC(=CC1)C1=CC=C(C=C1)S(=O)(=O)C)Cl (2-(2,2-dichloroethenyl)-5-(4-methylsulfonylphenyl)thiophene). Yield: 48.0%. As a reaction SMILES: [Cl:1][C:2]([Cl:18])=[CH:3][C:4]1[S:5][C:6]([C:9]2[CH:14]=[CH:13][C:12]([S:15]([CH3:17])=[O:16])=[CH:11][CH:10]=2)=[CH:7][CH:8]=1.ClC1C=CC=C(C(OO)=[O:27])C=1.S([O-])([O-])(=O)=S.[Na+].[Na+]>C(Cl)Cl>[Cl:18][C:2]([Cl:1])=[CH:3][C:4]1[S:5][C:6]([C:9]2[CH:14]=[CH:13][C:12]([S:15]([CH3:17])(=[O:27])=[O:16])=[CH:11][CH:10]=2)=[CH:7][CH:8]=1 |f:2.3.4|. Reported procedure: A mixture of 2-(2,2-dichloroethenyl)-5-(4-methylsulfinylphenyl)thiophene (0.8 g, 0.0025 mole) and m-chloroperbenzoic acid (2.0 g, 0.005 mole) in methylene chloride (50 mL) was stirred at room temperature for two days. The mixture was poured into a 0.5N aqueous sodium thiosulfate solution. The resultant mixture was extracted with diethyl ether. The extract was washed first with an aqueous 10% sodium hydroxide solution, followed by an aqueous 10% hydrochloric acid solution. The washed extract was ...